Dataset: the Open Reaction Database (ORD), a public repository of structured organic reaction records. Task: describe an organic reaction: reactants, conditions, products, and yield Starting materials: O=C=Nc1ccc(F)cc1F, CCc1cc2c(-c3ccccc3Cl)c(N)cnc2s1, C1CCOC1. The product is CCc1cc2c(-c3ccccc3Cl)c(NC(=O)Nc3ccc(F)cc3F)cnc2s1. Reaction SMILES: [F:20][c:21]1[c:22]([N:28]=[C:29]=[O:30])[cH:23][cH:24][c:25]([F:27])[cH:26]1.[NH2:1][c:2]1[c:3](-[c:13]2[c:14]([Cl:19])[cH:15][cH:16][cH:17][cH:18]2)[c:4]2[c:5]([n:6][cH:7]1)[s:8][c:9]([CH2:11][CH3:12])[cH:10]2.[O:31]1[CH2:32][CH2:33][CH2:34][CH2:35]1>>[NH:1]([c:2]1[c:3](-[c:13]2[c:14]([Cl:19])[cH:15][cH:16][cH:17][cH:18]2)[c:4]2[c:5]([n:6][cH:7]1)[s:8][c:9]([CH2:11][CH3:12])[cH:10]2)[C:29]([NH:28][c:22]1[c:21]([F:20])[cH:26][c:25]([F:27])[cH:24][cH:23]1)=[O:30].